This data is from the Open Reaction Database (ORD), a public repository of structured organic reaction records. The task is: describe an organic reaction: reactants, conditions, products, and yield The reactants are [Cl-].[Na+] (sodium chloride), C(=O)(O)CCC(C(=O)OCC)C(CC(C)C)C#N (2-carboxyethyl-3-cyano-5-methylhexanoic acid, ethyl ester), CS(=O)C (dimethylsulfoxide). Run in O (water), O (water), C(C)(C)(C)OC (methyl tert-butyl ether). Conditions: time 22.5 minute. Product: C(#N)C(CC(=O)OCC)CC(C)C (3-Cyano-5-methylhexanoic acid, ethyl ester). Isolated yield 89.4%. As a reaction SMILES: [Cl-].[Na+].C(CC[CH:8]([CH:14]([C:19]#[N:20])[CH2:15][CH:16]([CH3:18])[CH3:17])[C:9]([O:11][CH2:12][CH3:13])=[O:10])(O)=O.CS(C)=O>O.C(OC)(C)(C)C>[C:19]([CH:14]([CH2:15][CH:16]([CH3:17])[CH3:18])[CH2:8][C:9]([O:11][CH2:12][CH3:13])=[O:10])#[N:20] |f:0.1|. Procedure: An 800 L still was charged with sodium chloride (21 kg, 359 mol), 2-carboxyethyl-3-cyano-5-methylhexanoic acid, ethyl ester (80.0 kg, 313 mol), dimethylsulfoxide (238 kg), and water (10.8 kg, 600 mol). The mixture was heated to 137°-148° C. for 8.5 hours. The mixture was cooled to below 50° C., and treated with methyl tert-butyl ether (125 kg). The mixture was cooled to 0°-10° C., and treated with water (160 L) in portions to maintain the temperature below 40° C. After stirring for 15-30 minutes...